The task is: describe an organic reaction: reactants, conditions, products, and yield. This data is from the Open Reaction Database (ORD), a public repository of structured organic reaction records. The product is C(C)N(C(C1=C(C=CC=C1C(F)(F)F)F)=O)CC(C(F)(F)F)(O)CNC1=C2C=NN(C2=CC=C1)C1=CC=C(C=C1)F (N-Ethyl-2-fluoro-N-[3,3,3-trifluoro-2-({[1-(4-fluorophenyl)-1H-indazol-4-yl]amino}methyl)-2-hydroxypropyl]-6-(trifluoromethyl)benzamide). The reactants are FC1=C(C(=O)Cl)C(=CC=C1)C(F)(F)F (2-fluoro-6-(trifluoromethyl)benzoyl chloride), FC(C(CNC1=C2C=NN(C2=CC=C1)C1=CC=C(C=C1)F)(O)CNCCC)(F)F (1,1,1-trifluoro-3-{[1-(4-fluorophenyl)-1H-indazol-4-yl]amino}-2-[(propylamino)methyl]-2-propanol). RXN SMILES: [F:1][C:2]1[CH:10]=[CH:9][CH:8]=[C:7]([C:11]([F:14])([F:13])[F:12])[C:3]=1[C:4](Cl)=[O:5].[F:15][C:16]([F:43])([F:42])[C:17]([CH2:37][NH:38][CH2:39][CH2:40]C)([OH:36])[CH2:18][NH:19][C:20]1[CH:28]=[CH:27][CH:26]=[C:25]2[C:21]=1[CH:22]=[N:23][N:24]2[C:29]1[CH:34]=[CH:33][C:32]([F:35])=[CH:31][CH:30]=1>>[CH2:39]([N:38]([CH2:37][C:17]([CH2:18][NH:19][C:20]1[CH:28]=[CH:27][CH:26]=[C:25]2[C:21]=1[CH:22]=[N:23][N:24]2[C:29]1[CH:30]=[CH:31][C:32]([F:35])=[CH:33][CH:34]=1)([OH:36])[C:16]([F:42])([F:43])[F:15])[C:4](=[O:5])[C:3]1[C:7]([C:11]([F:14])([F:13])[F:12])=[CH:8][CH:9]=[CH:10][C:2]=1[F:1])[CH3:40]. Reported procedure: Prepared similarly to Example 48 from 2-fluoro-6-(trifluoromethyl)benzoyl chloride and 1,1,1-trifluoro-3-{[1-(4-fluorophenyl)-1H-indazol-4-yl]amino}-2-[(propylamino)methyl]-2-propanol. Reactants: COc1ccc(-n2c(-c3c(C)noc3C)c(NC(N)=O)c3ccccc32)cc1, I. Yields the product Cc1noc(C)c1-c1c(NC(N)=O)c2ccccc2n1-c1ccc(O)cc1. RXN SMILES: [CH3:1][c:2]1[n:3][o:4][c:5]([CH3:28])[c:6]1-[c:7]1[n:8](-[c:20]2[cH:21][cH:22][c:23]([O:26][CH3:27])[cH:24][cH:25]2)[c:9]2[cH:10][cH:11][cH:12][cH:13][c:14]2[c:15]1[NH:16][C:17](=[O:18])[NH2:19].[IH:29]>>[CH3:1][c:2]1[n:3][o:4][c:5]([CH3:28])[c:6]1-[c:7]1[n:8](-[c:20]2[cH:21][cH:22][c:23]([OH:26])[cH:24][cH:25]2)[c:9]2[cH:10][cH:11][cH:12][cH:13][c:14]2[c:15]1[NH:16][C:17](=[O:18])[NH2:19]. The reactants are Cl.Cl.N1CCC(CC1)CCCCNC(C=CC=1C=NC=CC1)=O (N-[4-(piperidin-4-yl)-butyl]-3-(pyridin-3-yl)-acrylamide dihydrochloride), C([O-])([O-])=O.[K+].[K+] (potassium carbonate), C(C1=CC=CC=C1)Br (benzyl bromide). Run in CC(=O)C (acetone), CC(=O)C (acetone). Run at time 8 hour. Product: C(C1=CC=CC=C1)N1CCC(CC1)CCCCNC(C=CC=1C=NC=CC1)=O (N-[4-(1-Benzylpiperidin-4-yl)-butyl]-3-(pyridin-3-yl)-acrylamide). RXN SMILES: Cl.Cl.[NH:3]1[CH2:8][CH2:7][CH:6]([CH2:9][CH2:10][CH2:11][CH2:12][NH:13][C:14](=[O:23])[CH:15]=[CH:16][C:17]2[CH:18]=[N:19][CH:20]=[CH:21][CH:22]=2)[CH2:5][CH2:4]1.C(=O)([O-])[O-].[K+].[K+].[CH2:30](Br)[C:31]1[CH:36]=[CH:35][CH:34]=[CH:33][CH:32]=1>CC(C)=O>[CH2:30]([N:3]1[CH2:8][CH2:7][CH:6]([CH2:9][CH2:10][CH2:11][CH2:12][NH:13][C:14](=[O:23])[CH:15]=[CH:16][C:17]2[CH:18]=[N:19][CH:20]=[CH:21][CH:22]=2)[CH2:5][CH2:4]1)[C:31]1[CH:36]=[CH:35][CH:34]=[CH:33][CH:32]=1 |f:0.1.2,3.4.5|. Procedure: 6.5 g (180 mmol) N-[4-(piperidin-4-yl)-butyl]-3-(pyridin-3-yl)-acrylamide dihydrochloride (substance 22) are suspended in 80 ml acetone added to 9.9 g (72.0 mmol) potassium carbonate. A solution of 3.4 g (19.8 mmol) benzyl bromide in 10 ml acetone is added dropwise to this mixture at RT and stirred overnight. Subsequently, the suspension is filtered and the filtrate is concentrated under vacuum. The residue is taken up in 100 ml CHCl3 and washed with 30 ml water. The organic phase is dried over ... The reactants are O=C([O-])[O-], CC#N, O=C(Cl)c1ccc(Cl)cc1, ClCCl, [K+], [K+], COc1cccc(C2CCCN2CCN)c1. Product: COc1cccc(C2CCCN2CCNC(=O)c2ccc(Cl)cc2)c1. RXN SMILES: [C:17](=[O:18])([O-:19])[O-:20].[CH3:33][C:34]#[N:35].[Cl:23][C:24](=[O:25])[c:26]1[cH:27][cH:28][c:29]([Cl:30])[cH:31][cH:32]1.[Cl:36][CH2:37][Cl:38].[K+:21].[K+:22].[NH2:1][CH2:2][CH2:3][N:4]1[CH:5]([c:9]2[cH:10][c:11]([O:15][CH3:16])[cH:12][cH:13][cH:14]2)[CH2:6][CH2:7][CH2:8]1>>[NH:1]([CH2:2][CH2:3][N:4]1[CH:5]([c:9]2[cH:10][c:11]([O:15][CH3:16])[cH:12][cH:13][cH:14]2)[CH2:6][CH2:7][CH2:8]1)[C:24](=[O:25])[c:26]1[cH:27][cH:28][c:29]([Cl:30])[cH:31][cH:32]1. Starting materials: CC(CCCCC(=O)N1CCOCC1)(C)C1=CC(=C(C=C1)C1=CC(=CC=C1)CNC(=O)NCC)O (1-[4′-(1,1-Dimethyl-6-morpholin-4-yl-6-oxo-hexyl)-2′-hydroxy-biphenyl-3-yl-methyl]-3-ethyl-urea), [H-].[Al+3].[Li+].[H-].[H-].[H-] (lithium aluminum hydride). The solvent is O1CCCC1 (tetrahydrofuran). Product: C(C)NC(=O)NCC=1C=C(C=CC1)C1=C(C=C(C=C1)C(C)(CCCCCN1CCOCC1)C)O (1-ethyl-3-((2′-hydroxy-4′-(2-methyl-7-morpholinoheptan-2-yl)biphenyl-3-yl)methyl)urea). RXN SMILES: [CH3:1][C:2]([C:16]1[CH:21]=[CH:20][C:19]([C:22]2[CH:27]=[CH:26][CH:25]=[C:24]([CH2:28][NH:29][C:30]([NH:32][CH2:33][CH3:34])=[O:31])[CH:23]=2)=[C:18]([OH:35])[CH:17]=1)([CH3:15])[CH2:3][CH2:4][CH2:5][CH2:6][C:7]([N:9]1[CH2:14][CH2:13][O:12][CH2:11][CH2:10]1)=O.[H-].[Al+3].[Li+].[H-].[H-].[H-]>O1CCCC1>[CH2:33]([NH:32][C:30]([NH:29][CH2:28][C:24]1[CH:23]=[C:22]([C:19]2[CH:20]=[CH:21][C:16]([C:2]([CH3:15])([CH2:3][CH2:4][CH2:5][CH2:6][CH2:7][N:9]3[CH2:14][CH2:13][O:12][CH2:11][CH2:10]3)[CH3:1])=[CH:17][C:18]=2[OH:35])[CH:27]=[CH:26][CH:25]=1)=[O:31])[CH3:34] |f:1.2.3.4.5.6|. Procedure: To a solution of 20 (0.2 g, 0.416 mmol, 1.0 eq) in tetrahydrofuran (10 mL) under nitrogen atmosphere at 0° C. was added lithium aluminum hydride (1.0 M in THF, 1.6 mL, 1.60 mmol, 4.0 eq). The mixture was slowly warmed up to room temperature over 2.5 hours, and LC/MS showed the reaction was complete. The reaction was quenched with ice chips, and then water/ethyl acetate was added. The aqueous layer was extracted with ethyl acetate (2×20 mL), and the combined organic layer was washed with water (2... Reactants: NCC1=C(C(=CC(=C1)CC(C)C)C(F)(F)F)O (2-aminomethyl-4-(2,2-dimethylethyl)-6-trifluoromethylphenol), CCCCCCCCCC (decane), C(C)(=O)O (acetic acid). As a reaction SMILES: [NH2:1][CH2:2][C:3]1[CH:8]=[C:7](CC(C)C)[CH:6]=[C:5](C(F)(F)F)[C:4]=1[OH:17].[CH3:18][CH2:19][CH2:20][CH2:21][CH2:22][CH2:23][CH2:24][CH2:25][CH2:26][CH3:27].C(O)(=O)C>C1C=CC=CC=1>[O:17]1[C:4]2[CH:5]=[CH:6][CH:7]=[CH:8][C:3]=2[CH:2]=[N:1][CH2:18]1.[CH3:18][CH2:19][CH2:20][CH2:21][CH2:22][CH2:23][CH2:24][CH2:25][CH2:26][CH3:27]. Conditions: time 3 hour. The product is 3,4-dihydro-6-(1,1-dimethylethyl), O1CN=CC2=C1C=CC=C2 (2H-1,3-benzoxazine), CCCCCCCCCC (decane). Procedure details: A solution of 2-aminomethyl-4-(2,2-dimethylethyl)-6-trifluoromethylphenol (1.24 g., 0.005 mole), 2-oxotricyclo(3.3.1.1.3,7)decane (0.75 g., 0.005 mole) and acetic acid (0.25 ml.) in dry benzene (50 ml.) is refluxed under a constant water separator for 3 hr. The solution is cooled, washed with 2% sodium hydroxide solution, water and salt brine and then dried (MgSO4) and evaporated under reduced pressure. The solid residue (1.2 g.) is crystallized from hexane to obtain 3,4-dihydro-6-(1,1-dimethyle... Run in C1=CC=CC=C1 (benzene).